This data is from the Open Reaction Database (ORD), a public repository of structured organic reaction records. The task is: describe an organic reaction: reactants, conditions, products, and yield Run in CCOC(=O)C (EtOAc), CCO (EtOH). The reagents and catalysts are [Pd] (Pd/C). Reactants: C(C)OC(=O)C=1N=C(C2=CC(=CC=C2C1O)OCC1=CC=CC=C1)C#N (7-Benzyloxy-1-cyano-4-hydroxy-isoquinoline-3-carboxylic acid ethyl ester), C(=O)[O-].[NH4+] (ammonium formate), resultant mixture. Procedure details: 1-Cyano-4,7-dihydroxy-isoquinoline-3-carboxylic acid ethyl ester was prepared by heating a mixture of 175 mg (0.50 mmol) of 7-Benzyloxy-1-cyano-4-hydroxy-isoquinoline-3-carboxylic acid ethyl ester (example 52h), 630 mg (10 mmol) of ammonium formate, and 40 mg of 10% Pd/C in 3 mL of 1:1 EtOAc and EtOH at reflux temperature for 40 min. The resultant mixture was cooled, filtered through a celite pad to remove solids, and concentrated to a crude solid. The solid was triturated with hot ethanol to gi... Reaction SMILES: [CH2:1]([O:3][C:4]([C:6]1[N:7]=[C:8]([C:25]#[N:26])[C:9]2[C:14]([C:15]=1[OH:16])=[CH:13][CH:12]=[C:11]([O:17]CC1C=CC=CC=1)[CH:10]=2)=[O:5])[CH3:2].C([O-])=O.[NH4+]>CCOC(C)=O.CCO.[Pd]>[CH2:1]([O:3][C:4]([C:6]1[N:7]=[C:8]([C:25]#[N:26])[C:9]2[C:14]([C:15]=1[OH:16])=[CH:13][CH:12]=[C:11]([OH:17])[CH:10]=2)=[O:5])[CH3:2] |f:1.2|. Yields the product C(C)OC(=O)C=1N=C(C2=CC(=CC=C2C1O)O)C#N (1-Cyano-4,7-dihydroxy-isoquinoline-3-carboxylic acid ethyl ester), off-white solid. Starting materials: ClC1=NC2=C(C=C(C=C2C=C1C(=O)O)Cl)Cl (2,6,8-trichloroquinoline-3-carboxylic acid), N[C@@H](CC1=CNC2=CC=CC=C12)C(=O)O (L-tryptophan). The solvent is CS(=O)C (DMSO). Yields the product C(=O)(O)[C@H](CC1=CNC2=CC=CC=C12)NC1=NC2=C(C=C(C=C2C=C1C(=O)O)Cl)Cl (2-[(S)-1-Carboxy-2-(1H-indol-3-yl)-ethylamino]-6,8-dichloro-quinoline-3-carboxylic acid). As a reaction SMILES: Cl[C:2]1[C:11]([C:12]([OH:14])=[O:13])=[CH:10][C:9]2[C:4](=[C:5]([Cl:16])[CH:6]=[C:7]([Cl:15])[CH:8]=2)[N:3]=1.[NH2:17][C@H:18]([C:29]([OH:31])=[O:30])[CH2:19][C:20]1[C:28]2[C:23](=[CH:24][CH:25]=[CH:26][CH:27]=2)[NH:22][CH:21]=1>CS(C)=O>[C:29]([C@@H:18]([NH:17][C:2]1[C:11]([C:12]([OH:14])=[O:13])=[CH:10][C:9]2[C:4](=[C:5]([Cl:16])[CH:6]=[C:7]([Cl:15])[CH:8]=2)[N:3]=1)[CH2:19][C:20]1[C:28]2[C:23](=[CH:24][CH:25]=[CH:26][CH:27]=2)[NH:22][CH:21]=1)([OH:31])=[O:30]. Procedure details: In close analogy to the procedure described in Example 1, 2,6,8-trichloroquinoline-3-carboxylic acid is reacted with L-tryptophan in DMSO to provide the title compound in good yield. The reactants are C1CCOC1, COC(=O)CCCCCc1cccc(C(C)Oc2ccc3c(c2)NC(=O)C3(C)C)c1, CO, CCOC(C)=O, Cl, [Na+], [OH-], O. Yields the product CC(Oc1ccc2c(c1)NC(=O)C2(C)C)c1cccc(CCCCCC(=O)O)c1. RXN SMILES: [CH2:35]1[O:36][CH2:37][CH2:38][CH2:39]1.[CH3:1][O:2][C:3]([CH2:4][CH2:5][CH2:6][CH2:7][CH2:8][c:9]1[cH:10][c:11]([CH:15]([CH3:16])[O:17][c:18]2[cH:19][cH:20][c:21]3[c:25]([cH:26]2)[NH:24][C:23](=[O:27])[C:22]3([CH3:28])[CH3:29])[cH:12][cH:13][cH:14]1)=[O:30].[CH3:40][OH:41].[CH3:42][CH2:43][O:44][C:45]([CH3:46])=[O:47].[ClH:34].[Na+:33].[OH-:32].[OH2:31]>>[O:2]=[C:3]([CH2:4][CH2:5][CH2:6][CH2:7][CH2:8][c:9]1[cH:10][c:11]([CH:15]([CH3:16])[O:17][c:18]2[cH:19][cH:20][c:21]3[c:25]([cH:26]2)[NH:24][C:23](=[O:27])[C:22]3([CH3:28])[CH3:29])[cH:12][cH:13][cH:14]1)[OH:30]. The reactants are O=C(O)C1(Br)CC1, ClCCl, [Cl-], CC(C)(N)CO, [Na+], [Na+], O=C([O-])[O-], O. The product is CC(C)(CO)NC(=O)C1(Br)CC1. RXN SMILES: [Br:17][C:18]1([C:21](=[O:22])[OH:23])[CH2:19][CH2:20]1.[CH2:7]([Cl:8])[Cl:9].[Cl-:16].[NH2:1][C:2]([CH2:3][OH:4])([CH3:5])[CH3:6].[Na+:10].[Na+:11].[O-:12][C:13](=[O:14])[O-:15].[OH2:24]>>[NH:1]([C:2]([CH2:3][OH:4])([CH3:5])[CH3:6])[C:21]([C:18]1([Br:17])[CH2:19][CH2:20]1)=[O:22].